Dataset: the Open Reaction Database (ORD), a public repository of structured organic reaction records. Task: describe an organic reaction: reactants, conditions, products, and yield Reactants: C(C)(C)C1CC(CC(C1)=O)=O (5-isopropyl-1,3-cyclohexanedione), ClC1=CC=C(C=C1)S(=O)(=O)N=C=O (p-chlorobenzenesulfonylisocyanate). The solvent is C1=CC=CC=C1 (benzene). Yields the product ClC1=CC=C(C=C1)S(=O)(=O)NC(=O)C1C(CC(CC1=O)C(C)C)=O (2-(N-p-CHLOROBENZENESULFONYLCARBAMOYL)-5-ISOPROPYL-1,3-CYCLOHEXANEDIONE). As a reaction SMILES: [CH:1]([CH:4]1[CH2:9][C:8](=[O:10])[CH2:7][C:6](=[O:11])[CH2:5]1)([CH3:3])[CH3:2].[Cl:12][C:13]1[CH:18]=[CH:17][C:16]([S:19]([N:22]=[C:23]=[O:24])(=[O:21])=[O:20])=[CH:15][CH:14]=1>C1C=CC=CC=1>[Cl:12][C:13]1[CH:14]=[CH:15][C:16]([S:19]([NH:22][C:23]([CH:7]2[C:6](=[O:11])[CH2:5][CH:4]([CH:1]([CH3:3])[CH3:2])[CH2:9][C:8]2=[O:10])=[O:24])(=[O:20])=[O:21])=[CH:17][CH:18]=1. Procedure details: Reaction of equimolar amounts of 5-isopropyl-1,3-cyclohexanedione with p-chlorobenzenesulfonylisocyanate in benzene according to the procedure of Example 1 affords 2-(N-p-CHLOROBENZENESULFONYLCARBAMOYL)-5-ISOPROPYL-1,3-CYCLOHEXANEDIONE, m.p. 100.5°-101.5° C. (resolidified and melting at 183.5° C. with dec.)(corr.). Reactants: ClC1=NC2=CC=CC=C2C=C1 (2-chloroquinoline), [F-].[Cs+] (cesium fluoride). Run in O (water), CS(=O)C (DMSO). Reaction conditions: temperature 130 celsius, time 8 hour. Yields the product FC1=NC2=CC=CC=C2C=C1 (2-fluoroquinoline). Isolated yield 75.7%. RXN SMILES: Cl[C:2]1[CH:11]=[CH:10][C:9]2[C:4](=[CH:5][CH:6]=[CH:7][CH:8]=2)[N:3]=1.[F-:12].[Cs+]>CS(C)=O.O>[F:12][C:2]1[CH:11]=[CH:10][C:9]2[C:4](=[CH:5][CH:6]=[CH:7][CH:8]=2)[N:3]=1 |f:1.2|. Procedure details: To a solution of 2-chloroquinoline (4.9 g, 30 mmol) in 200 mL of anhydrous DMSO was added cesium fluoride (9.13 g, 60 mmol), and the resulting mixture was stirred at 130° C. overnight, when LC-MS showed completion of the reaction. After cooling, the reaction mixture was diluted with water, and then extracted with ethyl acetate. The organic layer was then washed with brine, dried over anhy. Na2SO4, and concentrated in vacuo. Column chromatography (6% EtOAc/PE) afforded 3.34 g of title compound. 1...